From a dataset of the Open Reaction Database (ORD), a public repository of structured organic reaction records. describe an organic reaction: reactants, conditions, products, and yield The reactants are P(=O)(Cl)(Cl)Cl (phosphoryl chloride), COC1=CSC=C1 (3-methoxythiophene), CN(C=O)C (dimethylformamide), [OH-].[Na+] (sodium hydroxide). Conditions: time 1 hour. The product is COC1=C(SC=C1)C=O (3-Methoxy-thiophene-2-carbaldehyde). Reaction SMILES: [CH3:1][O:2][C:3]1[CH:7]=[CH:6][S:5][CH:4]=1.P(Cl)(Cl)(Cl)=O.[OH-].[Na+].CN(C)[CH:17]=[O:18]>>[CH3:1][O:2][C:3]1[CH:7]=[CH:6][S:5][C:4]=1[CH:17]=[O:18] |f:2.3|. Procedure: 1.03 ml of 3-methoxythiophene were dissolved in 2.3 ml of dimethylformamide. While cooling in ice, 1.06 ml of phosphoryl chloride were added. After 1 h, the reaction solution was added to ice, and the solution was neutralized with 5 molar sodium hydroxide solution. The aqueous phase was extracted 3 times with 25 ml of diethyl ether each time, and the combined organic phases were then washed with 50 ml of saturated sodium chloride solution, dried over sodium sulfate and concentrated. 840 mg of th... Starting materials: ClC=1C=CC(=C(C(=O)C2=CC=CC=C2)C1)N1C(=NN=C1CN(C)C)CO (5-chloro-2-[3-(hydroxymethyl)-5-[(dimethylamino)methyl]-4H-1,2,4-triazol-4- yl]benzophenone), CS(=O)(=O)Cl (methanesulfonyl chloride), C1(CC1)CN ((cyclopropylmethyl)amine). The product is ClC=1C=CC(=C(C(=O)C2=CC=CC=C2)C1)N1C(=NN=C1CN(C)C)CNCC1CC1 (5-chloro-2-[3-[[(cyclopropylmethyl)amino]methyl]-5-[(dimethylamino)methyl]-4H-1,2,4-triazol-4-yl]benzophenone). As a reaction SMILES: [Cl:1][C:2]1[CH:3]=[CH:4][C:5]([N:16]2[C:20]([CH2:21][N:22]([CH3:24])[CH3:23])=[N:19][N:18]=[C:17]2[CH2:25]O)=[C:6]([CH:15]=1)[C:7]([C:9]1[CH:14]=[CH:13][CH:12]=[CH:11][CH:10]=1)=[O:8].CS(Cl)(=O)=O.[CH:32]1([CH2:35][NH2:36])[CH2:34][CH2:33]1>>[Cl:1][C:2]1[CH:3]=[CH:4][C:5]([N:16]2[C:20]([CH2:21][N:22]([CH3:24])[CH3:23])=[N:19][N:18]=[C:17]2[CH2:25][NH:36][CH2:35][CH:32]2[CH2:34][CH2:33]2)=[C:6]([CH:15]=1)[C:7]([C:9]1[CH:14]=[CH:13][CH:12]=[CH:11][CH:10]=1)=[O:8]. Procedure: In the manner given in Example 47, 5-chloro-2-[3-(hydroxymethyl)-5-[(dimethylamino)methyl]-4H-1,2,4-triazol-4- yl]benzophenone is treated first with methanesulfonyl chloride followed by (cyclopropylmethyl)amine to give 5-chloro-2-[3-[[(cyclopropylmethyl)amino]methyl]-5-[(dimethylamino)methyl]-4H-1,2,4-triazol-4-yl]benzophenone. Starting materials: Brc1ccc2c(C3CCNCC3)noc2c1, Cc1ccc(NC(=O)c2ccsc2)cc1B1OC(C)(C)C(C)(C)O1, [Na+], [Na+], O=C([O-])[O-], CN(C)C=O, [Pd], c1ccc(P(c2ccccc2)c2ccccc2)cc1, c1ccc(P(c2ccccc2)c2ccccc2)cc1, c1ccc(P(c2ccccc2)c2ccccc2)cc1, c1ccc(P(c2ccccc2)c2ccccc2)cc1. Product: Cc1ccc(NC(=O)c2ccsc2)cc1-c1ccc2c(C3CCNCC3)noc2c1. RXN SMILES: [Br:31][c:32]1[cH:33][c:34]2[c:35]([c:36]([CH:39]3[CH2:40][CH2:41][NH:42][CH2:43][CH2:44]3)[n:37][o:38]2)[cH:45][cH:46]1.[CH3:1][c:2]1[c:3]([B:16]2[O:17][C:18]([CH3:19])([CH3:20])[C:21]([CH3:22])([CH3:23])[O:24]2)[cH:4][c:5]([NH:8][C:9](=[O:10])[c:11]2[cH:12][s:13][cH:14][cH:15]2)[cH:6][cH:7]1.[Na+:25].[Na+:26].[O-:27][C:28](=[O:29])[O-:30].[O:124]=[CH:125][N:126]([CH3:127])[CH3:128].[Pd:47].[c:105]1([P:106]([c:107]2[cH:108][cH:109][cH:110][cH:111][cH:112]2)[c:113]2[cH:114][cH:115][cH:116][cH:117][cH:118]2)[cH:119][cH:120][cH:121][cH:122][cH:123]1.[c:48]1([P:49]([c:50]2[cH:51][cH:52][cH:53][cH:54][cH:55]2)[c:56]2[cH:57][cH:58][cH:59][cH:60][cH:61]2)[cH:62][cH:63][cH:64][cH:65][cH:66]1.[c:67]1([P:68]([c:69]2[cH:70][cH:71][cH:72][cH:73][cH:74]2)[c:75]2[cH:76][cH:77][cH:78][cH:79][cH:80]2)[cH:81][cH:82][cH:83][cH:84][cH:85]1.[c:86]1([P:87]([c:88]2[cH:89][cH:90][cH:91][cH:92][cH:93]2)[c:94]2[cH:95][cH:96][cH:97][cH:98][cH:99]2)[cH:100][cH:101][cH:102][cH:103][cH:104]1>>[CH3:1][c:2]1[c:3](-[c:32]2[cH:33][c:34]3[c:35]([c:36]([CH:39]4[CH2:40][CH2:41][NH:42][CH2:43][CH2:44]4)[n:37][o:38]3)[cH:45][cH:46]2)[cH:4][c:5]([NH:8][C:9](=[O:10])[c:11]2[cH:12][s:13][cH:14][cH:15]2)[cH:6][cH:7]1.